The task is: describe an organic reaction: reactants, conditions, products, and yield. This data is from the Open Reaction Database (ORD), a public repository of structured organic reaction records. Starting materials: N#CC1=C(C#N)C(=O)C(Cl)=C(Cl)C1=O, CCC(C(C)C)C(O)C(O)C(C)C1CCC2C3CC(O)C4=CC(=O)CCC4(C)C3CCC12C. The product is CCC(C(C)C)C(O)C(O)C(C)C1CCC2C3CC(O)C4=CC(=O)C=CC4(C)C3CCC12C. Reaction SMILES: [Cl:34][C:35]1=[C:46]([Cl:47])[C:44](=[O:45])[C:41]([C:42]#[N:43])=[C:38]([C:39]#[N:40])[C:36]1=[O:37].[OH:1][CH:2]1[CH2:3][CH:4]2[CH:5]3[CH2:6][CH2:7][CH:8]([CH:9]([CH:10]([CH:11]([CH:12]([CH2:13][CH3:14])[CH:15]([CH3:16])[CH3:17])[OH:18])[OH:19])[CH3:20])[C:21]3([CH3:33])[CH2:22][CH2:23][CH:24]2[C:25]2([CH3:32])[CH2:26][CH2:27][C:28](=[O:31])[CH:29]=[C:30]12>>[OH:1][CH:2]1[CH2:3][CH:4]2[CH:5]3[CH2:6][CH2:7][CH:8]([CH:9]([CH:10]([CH:11]([CH:12]([CH2:13][CH3:14])[CH:15]([CH3:16])[CH3:17])[OH:18])[OH:19])[CH3:20])[C:21]3([CH3:33])[CH2:22][CH2:23][CH:24]2[C:25]2([CH3:32])[CH:26]=[CH:27][C:28](=[O:31])[CH:29]=[C:30]12. Starting materials: C(C)OC1=C(C=NC2=CC=C(C=C12)\C=C/1\C(N=C(S1)SC)=O)C#N (4-ethoxy-6-[2-methylsulfanyl-4-oxo-4H-thiazol-(5Z)-ylidenemethyl]-quinoline-3-carbonitrile), COCCOCCN (2-(2-methoxy-ethoxy)-ethylamine), CCN(C(C)C)C(C)C (DIEA). Yields the product COCCOCCNC=1S\C(\C(N1)=O)=C/C=1C=C2C(=C(C=NC2=CC1)C#N)OCC (6-[2-[2-(2-methoxy-ethoxy)-ethylamino]-4-oxo-4H-thiazol-(5Z)-ylidenemethyl]-4-ethoxy-quinoline-3-carbonitrile). As a reaction SMILES: [CH2:1]([O:3][C:4]1[C:13]2[C:8](=[CH:9][CH:10]=[C:11](/[CH:14]=[C:15]3/[C:16](=[O:22])[N:17]=[C:18](SC)[S:19]/3)[CH:12]=2)[N:7]=[CH:6][C:5]=1[C:23]#[N:24])[CH3:2].[CH3:25][O:26][CH2:27][CH2:28][O:29][CH2:30][CH2:31][NH2:32].CCN(C(C)C)C(C)C>>[CH3:25][O:26][CH2:27][CH2:28][O:29][CH2:30][CH2:31][NH:32][C:18]1[S:19]/[C:15](=[CH:14]\[C:11]2[CH:12]=[C:13]3[C:8](=[CH:9][CH:10]=2)[N:7]=[CH:6][C:5]([C:23]#[N:24])=[C:4]3[O:3][CH2:1][CH3:2])/[C:16](=[O:22])[N:17]=1. Reported procedure: Similar procedure as described in example 14h was used, starting from 4-ethoxy-6-[2-methylsulfanyl-4-oxo-4H-thiazol-(5Z)-ylidenemethyl]-quinoline-3-carbonitrile (example 14g), 2-(2-methoxy-ethoxy)-ethylamine and DIEA to give 6-[2-[2-(2-methoxy-ethoxy)-ethylamino]-4-oxo-4H-thiazol-(5Z)-ylidenemethyl]-4-ethoxy-quinoline-3-carbonitrile. LC-MS m/e 427 (MH+). Starting materials: CC1C(=O)CCC1=O, CI, [K+], [OH-], O. Yields the product CC1(C)C(=O)CCC1=O. As a reaction SMILES: [CH3:1][CH:2]1[C:3](=[O:8])[CH2:4][CH2:5][C:6]1=[O:7].[CH3:9][I:10].[K+:12].[OH-:11].[OH2:13]>>[CH3:1][C:2]1([CH3:9])[C:3](=[O:8])[CH2:4][CH2:5][C:6]1=[O:7]. Reactants: O (water), [Na] (sodium), C(C1=CC=CC=C1)(=O)O (benzoic acid), C(C)OC(CCCl)OCC (3-ethoxy-4-oxahexyl chloride). The solvent is CN(C=O)C (dimethylformamide). Product: C(C1=CC=CC=C1)(=O)OCCC(OCC)OCC (3-ethoxy-4-oxahexyl benzoate). Reaction SMILES: [Na].[C:2]([OH:10])(=[O:9])[C:3]1[CH:8]=[CH:7][CH:6]=[CH:5][CH:4]=1.[CH2:11]([O:13][CH:14]([O:18][CH2:19][CH3:20])[CH2:15][CH2:16]Cl)[CH3:12].O>CN(C)C=O>[C:2]([O:10][CH2:16][CH2:15][CH:14]([O:18][CH2:19][CH3:20])[O:13][CH2:11][CH3:12])(=[O:9])[C:3]1[CH:8]=[CH:7][CH:6]=[CH:5][CH:4]=1 |^1:0|. Procedure details: A stirred solution of 50.0 grams (0.347 mole) of the sodium salt of benzoic acid and 53.0 grams (0.320 mole) of 3-ethoxy-4-oxahexyl chloride in 500 ml of dimethylformamide was heated at reflux for three hours. The reaction mixture was cooled to ambient temperature, and 500 ml of water was added. The mixture was extracted with two 700 ml portions of diethyl ether. The combined extracts were dried with sodium sulfate and filtered. The filtrate was concentrated under reduced pressure yielding 57.5 ... Reactants: C(C(=O)Cl)(=O)Cl (Oxalyl chloride), ClCCC(C(=O)O)C1=CC=CC=C1 (4-chloro-2-phenylbutyric acid). The reagents and catalysts are CN(C)C=O (DMF). Solvent: C(Cl)Cl (methylene chloride). Run at time 1 hour. Yields the product ClCCC(C(=O)Cl)C1=CC=CC=C1 (4-chloro-2-phenylbutyric acid chloride). As a reaction SMILES: C(Cl)(=O)C([Cl:4])=O.[Cl:7][CH2:8][CH2:9][CH:10]([C:14]1[CH:19]=[CH:18][CH:17]=[CH:16][CH:15]=1)[C:11](O)=[O:12]>CN(C=O)C.C(Cl)Cl>[Cl:7][CH2:8][CH2:9][CH:10]([C:14]1[CH:19]=[CH:18][CH:17]=[CH:16][CH:15]=1)[C:11]([Cl:4])=[O:12]. Procedure details: Oxalyl chloride (1.56 mL) and DMF (1 drop) were added to a solution of 4-chloro-2-phenylbutyric acid (2.28 g) in methylene chloride (40 mL) at 0° C., and the reaction solution was stirred at room temperature for one hour. The reaction solution was concentrated under reduced pressure to obtain 4-chloro-2-phenylbutyric acid chloride. A solution of 4-chloro-2-phenylbutyric acid chloride in THF (10 mL) was added to a solution of tert-butyl carbazate (1.5 g) and triethylamine (7.8 mL) in THF (40 mL) ... Starting materials: C(=O)(OC(C)(C)C)N[C@@H](COCC1=CC=CC=C1)C(=O)O (BOC-O-benzyl L-serine), ClC(=O)OCC(C)C (isobutyl chloroformate), NC1=C(C(=O)O)C=CC=C1C(F)(F)F (2-amino-3-trifluoromethyl benzoic acid). The solvent is C(Cl)Cl (methylene chloride), CN1CCOCC1 (N-methyl-morpholine), C(Cl)Cl (methylene chloride), C(Cl)Cl (methylene chloride), CN1CCOCC1 (N-methyl-morpholine). Yields the product O=C1OC(=NC2=C1C=CC=C2C(F)(F)F)C(COCC2=CC=CC=C2)NC(OC(C)(C)C)=O (1,1-dimethylethyl N-[1-[4-oxo-8-trifluoromethyl-4H-3,1-benzoxazin-2-yl]-2-(phenylmethoxy)-ethyl]-carbamate). Yield: 39.9%. Reaction SMILES: [C:1]([NH:8][C@H:9]([C:19]([OH:21])=O)[CH2:10][O:11][CH2:12][C:13]1[CH:18]=[CH:17][CH:16]=[CH:15][CH:14]=1)([O:3][C:4]([CH3:7])([CH3:6])[CH3:5])=[O:2].ClC(OCC(C)C)=O.[NH2:30][C:31]1[C:39]([C:40]([F:43])([F:42])[F:41])=[CH:38][CH:37]=[CH:36][C:32]=1[C:33](O)=[O:34]>C(Cl)Cl.CN1CCOCC1>[O:34]=[C:33]1[C:32]2[CH:36]=[CH:37][CH:38]=[C:39]([C:40]([F:41])([F:42])[F:43])[C:31]=2[N:30]=[C:19]([CH:9]([NH:8][C:1](=[O:2])[O:3][C:4]([CH3:5])([CH3:6])[CH3:7])[CH2:10][O:11][CH2:12][C:13]2[CH:14]=[CH:15][CH:16]=[CH:17][CH:18]=2)[O:21]1. Reported procedure: Using the procedure of Step A of Example 7, a solution of 29.5 g of BOC-O-benzyl L-serine in 200 ml of methylene chloride, 27.5 ml of N-methyl-morpholine, 26.2 g of isobutyl chloroformate in methylene chloride and 20.5 g of 2-amino-3-trifluoromethyl benzoic acid in 200 ml of methylene chloride and 11 ml of N-methyl-morpholine were reacted for 16 hours. The mixture was extracted with methylene chloride and chromatography on silica gel (eluent: methylene chloride) yielded 18.5 g of 1,1-dimethyleth... Starting materials: C(C1=CC=CC=C1)OC(=O)Cl (chloroformic acid benzyl ester), NCCCCCCO (6-aminohexan-1-ol), C(O)([O-])=O.[Na+] (sodium hydrogen carbonate). Run in CC(=O)C (acetone), O (water). Reaction conditions: time 18 hour. The product is C(C1=CC=CC=C1)OC(=O)NCCCCCCO (6-(N-benzyloxycarbonylamino)hexan-1-ol). RXN SMILES: [CH2:1]([O:8][C:9](Cl)=[O:10])[C:2]1[CH:7]=[CH:6][CH:5]=[CH:4][CH:3]=1.[NH2:12][CH2:13][CH2:14][CH2:15][CH2:16][CH2:17][CH2:18][OH:19].C(=O)([O-])O.[Na+]>CC(C)=O.O>[CH2:1]([O:8][C:9]([NH:12][CH2:13][CH2:14][CH2:15][CH2:16][CH2:17][CH2:18][OH:19])=[O:10])[C:2]1[CH:7]=[CH:6][CH:5]=[CH:4][CH:3]=1 |f:2.3|. Reported procedure: 7.06 ml (47 mmol) of chloroformic acid benzyl ester are added dropwise to a solution of 5.52 g (47 mmol) of 6-aminohexan-1-ol and 3.95 g (47 mmol) of sodium hydrogen carbonate in 100 ml of acetone and 50 ml of water. The mixture is stirred at room temperature for 18 hours and concentrated to approximately 70 ml, and the white precipitate is filtered off, washed with approximately 20 ml of water, taken up in 250 ml of methylene chloride and dried over magnesium sulfate; the magnesium sulfate is f... Starting materials: O=C([O-])O, C1CNCCN1, Cc1ccc2c3c(ccc2n1)OCC(COS(=O)(=O)c1ccc(Br)cc1)O3, CS(C)=O, [Na+]. Yields the product Cc1ccc2c3c(ccc2n1)OCC(CN1CCNCC1)O3. RXN SMILES: [C:34](=[O:35])([OH:36])[O-:37].[CH2:28]1[CH2:29][NH:30][CH2:31][CH2:32][NH:33]1.[CH3:1][c:2]1[n:3][c:4]2[cH:5][cH:6][c:7]3[c:8]([c:9]2[cH:10][cH:11]1)[O:12][CH:13]([CH2:16][O:17][S:18]([c:19]1[cH:20][cH:21][c:22]([Br:23])[cH:24][cH:25]1)(=[O:26])=[O:27])[CH2:14][O:15]3.[CH3:39][S:40]([CH3:41])=[O:42].[Na+:38]>>[CH3:1][c:2]1[n:3][c:4]2[cH:5][cH:6][c:7]3[c:8]([c:9]2[cH:10][cH:11]1)[O:12][CH:13]([CH2:16][N:30]1[CH2:29][CH2:28][NH:33][CH2:32][CH2:31]1)[CH2:14][O:15]3. The reactants are C(C)(C)(C)OC(=O)NC1CCN(CC1)C1=CC(=NC(=N1)N1C(CCC1)C1=CC(=NO1)C1=NC=CC=C1)NC1=NNC(=C1)C (6-(4-(N-tert-Butoxycarbonylamino)piperidin-1-yl)-2-{2-[3-(pyrid-2-yl)isoxazol-5-yl]pyrrolidin-1-yl}-4-(5-methyl-1H-pyrazol-3-ylamino)pyrimidine), FC(C(=O)O)(F)F (trifluoroacetic acid). The solvent is C(Cl)Cl (DCM). Run at time 3 hour. The product is NC1CCN(CC1)C1=CC(=NC(=N1)N1C(CCC1)C1=CC(=NO1)C1=NC=CC=C1)NC1=NNC(=C1)C (6-(4-Aminopiperidin-1-yl)2-{2-[3-(pyrid-2-yl)isoxazol-5-yl]pyrrolidin-1-yl}-4-(5-methyl-1H-pyrazol-3-ylamino)pyrimidine). The yield is 81.2%. Reaction SMILES: C(OC([NH:8][CH:9]1[CH2:14][CH2:13][N:12]([C:15]2[N:20]=[C:19]([N:21]3[CH2:25][CH2:24][CH2:23][CH:22]3[C:26]3[O:30][N:29]=[C:28]([C:31]4[CH:36]=[CH:35][CH:34]=[CH:33][N:32]=4)[CH:27]=3)[N:18]=[C:17]([NH:37][C:38]3[CH:42]=[C:41]([CH3:43])[NH:40][N:39]=3)[CH:16]=2)[CH2:11][CH2:10]1)=O)(C)(C)C.FC(F)(F)C(O)=O>C(Cl)Cl>[NH2:8][CH:9]1[CH2:10][CH2:11][N:12]([C:15]2[N:20]=[C:19]([N:21]3[CH2:25][CH2:24][CH2:23][CH:22]3[C:26]3[O:30][N:29]=[C:28]([C:31]4[CH:36]=[CH:35][CH:34]=[CH:33][N:32]=4)[CH:27]=3)[N:18]=[C:17]([NH:37][C:38]3[CH:42]=[C:41]([CH3:43])[NH:40][N:39]=3)[CH:16]=2)[CH2:13][CH2:14]1. Procedure: 6-(4-(N-tert-Butoxycarbonylamino)piperidin-1-yl)-2-{2-[3-(pyrid-2-yl)isoxazol-5-yl]pyrrolidin-1-yl}-4-(5-methyl-1H-pyrazol-3-ylamino)pyrimidine (Example 124) (120 mg, 0.20 mmol) was stirred in DCM (10 ml) and trifluoroacetic acid (2 ml) was added and the mixture stirred at room temperature for 3 hours. The mixture was concentrated by evaporation and the residue dissolved in methanol (10 ml) and passed down a 20 g SCX-2 ion exchange column, eluting with methanol to elute impurities and then 2M me...